From a dataset of the Open Reaction Database (ORD), a public repository of structured organic reaction records. describe an organic reaction: reactants, conditions, products, and yield As a reaction SMILES: [CH3:21][c:22]1[cH:23][cH:24][cH:25][cH:26][cH:27]1.[F:1][C:2]([c:3]1[cH:4][cH:5][c:6]([NH2:7])[cH:8][cH:9]1)([F:10])[F:11].[O:12]=[C:13]([CH2:14][C:15](=[O:16])[O:17][CH3:18])[CH2:19][CH3:20].[OH2:28].[OH2:40].[c:29]1([CH3:30])[cH:31][cH:32][c:33]([S:34]([OH:35])(=[O:36])=[O:37])[cH:38][cH:39]1>>[F:1][C:2]([c:3]1[cH:4][cH:5][c:6]([NH:7][C:13](=[CH:14][C:15](=[O:16])[O:17][CH3:18])[CH2:19][CH3:20])[cH:8][cH:9]1)([F:10])[F:11]. Starting materials: Cc1ccccc1, Nc1ccc(C(F)(F)F)cc1, CCC(=O)CC(=O)OC, O, O, Cc1ccc(S(=O)(=O)O)cc1. Yields the product CCC(=CC(=O)OC)Nc1ccc(C(F)(F)F)cc1. Reactants: Cl (hydrochloric acid), ClC1=C(C=C(C=C1)O)CC (4-chloro-3-ethylphenol), ClC(C)Cl (dichloroethane), OO (hydrogen peroxide), ClS(=O)(=O)O (chlorosulfonic acid), [N+](=O)(O)[O-] (nitric acid). Conditions: temperature 20 celsius. Product: ClC1=C(C(=CC(=C1CC)Cl)[N+](=O)[O-])O (2,4-dichloro-3-ethyl-6-nitrophenol). Isolated yield 78.0%. Reaction SMILES: [Cl:1][C:2]1[CH:7]=[CH:6][C:5]([OH:8])=[CH:4][C:3]=1[CH2:9][CH3:10].ClC(Cl)C.ClS(O)(=O)=O.[ClH:20].OO.[N+:23]([O-:26])(O)=[O:24]>>[Cl:20][C:4]1[C:3]([CH2:9][CH3:10])=[C:2]([Cl:1])[CH:7]=[C:6]([N+:23]([O-:26])=[O:24])[C:5]=1[OH:8]. Procedure: In a 1-liter four-necked glass flask is prepared a solution mixture of 100 g of 4-chloro-3-ethylphenol and 350 g of dichloroethane. While the mixture is maintained at a temperature of 35°-45° C., 80 g of chlorosulfonic acid is added dropwise and the mixture is maintained at a temperature of 40°-45° C. for 1 hour. Next, 326 g of a 14.3% hydrochloric acid solution is added, and 68 g of a 35% aqueous hydrogen peroxide solution is added dropwise while maintaining the temperature at 40°-45° C. After ... Starting materials: O=C([O-])[O-], CCO, CI, CCOCC, COCOc1cc(OCOC)c(C(C)C)cc1-c1n[nH]c(=S)n1-c1ccc(CN2CCN(C)CC2)cc1, [K+], [K+]. Yields the product COCOc1cc(OCOC)c(C(C)C)cc1-c1nnc(SC)n1-c1ccc(CN2CCN(C)CC2)cc1. As a reaction SMILES: [C:38](=[O:39])([O-:40])[O-:41].[CH3:44][CH2:45][OH:46].[CH3:47][I:48].[CH3:49][CH2:50][O:51][CH2:52][CH3:53].[CH:1]([CH3:2])([CH3:3])[c:4]1[c:5]([O:34][CH2:35][O:36][CH3:37])[cH:6][c:7]([O:30][CH2:31][O:32][CH3:33])[c:8](-[c:10]2[n:11](-[c:16]3[cH:17][cH:18][c:19]([CH2:22][N:23]4[CH2:24][CH2:25][N:26]([CH3:29])[CH2:27][CH2:28]4)[cH:20][cH:21]3)[c:12](=[S:15])[nH:13][n:14]2)[cH:9]1.[K+:42].[K+:43]>>[CH:1]([CH3:2])([CH3:3])[c:4]1[c:5]([O:34][CH2:35][O:36][CH3:37])[cH:6][c:7]([O:30][CH2:31][O:32][CH3:33])[c:8](-[c:10]2[n:11](-[c:16]3[cH:17][cH:18][c:19]([CH2:22][N:23]4[CH2:24][CH2:25][N:26]([CH3:29])[CH2:27][CH2:28]4)[cH:20][cH:21]3)[c:12]([S:15][CH3:38])[n:13][n:14]2)[cH:9]1. Reactants: ClC1=C(C=CC=C1Cl)S(=O)(=O)NC1=CC=C(C=C1)C1=NC(=C(N=C1)C#N)Cl (2,3-Dichloro-N-[4-(6-chloro-5-cyano-pyrazin-2yl)-phenyl]-benzenesulfonamide), NN (hydrazine). Run in CC(C)O (iPrOH), O (water). Reaction conditions: temperature 120 celsius. Product: NC1=NNC2=NC(=CN=C21)C2=CC=C(C=C2)NS(=O)(=O)C2=C(C(=CC=C2)Cl)Cl (N-[4-(3-Amino-1H-pyrazolo[3,4-b]pyrazin-6-yl)phenyl]-2,3-dichloro-benzenesulfonamide). Reaction SMILES: [Cl:1][C:2]1[C:7]([Cl:8])=[CH:6][CH:5]=[CH:4][C:3]=1[S:9]([NH:12][C:13]1[CH:18]=[CH:17][C:16]([C:19]2[CH:24]=[N:23][C:22]([C:25]#[N:26])=[C:21](Cl)[N:20]=2)=[CH:15][CH:14]=1)(=[O:11])=[O:10].[NH2:28][NH2:29]>CC(O)C.O>[NH2:26][C:25]1[C:22]2[C:21](=[N:20][C:19]([C:16]3[CH:15]=[CH:14][C:13]([NH:12][S:9]([C:3]4[CH:4]=[CH:5][CH:6]=[C:7]([Cl:8])[C:2]=4[Cl:1])(=[O:10])=[O:11])=[CH:18][CH:17]=3)=[CH:24][N:23]=2)[NH:29][N:28]=1. Reported procedure: 2,3-Dichloro-N-[4-(6-chloro-5-cyano-pyrazin-2yl)-phenyl]-benzenesulfonamide (1.0 g) was suspended in a mixture of 5 ml iPrOH and 5 ml 35% hydrazine in water at RT and heated to 120° C. by microwave irradiation for 20 min under stirring in a sealed vessel. The reaction mixture was left to cool to RT. The precipitate was filtered off and washed with water to give the title compound as a yellow solid after drying under vacuum. Yield: 536 mg (54%).